This data is from the Open Reaction Database (ORD), a public repository of structured organic reaction records. The task is: describe an organic reaction: reactants, conditions, products, and yield The reactants are Cc1c(C(=O)OC(C)(C)C)oc2cccc(OS(=O)(=O)C(F)(F)F)c12, COCCOC, [K+], [K+], O=C([O-])[O-], O, OB(O)c1cccnc1. Product: Cc1c(C(=O)OC(C)(C)C)oc2cccc(-c3cccnc3)c12. As a reaction SMILES: [C:1]([CH3:2])([CH3:3])([CH3:4])[O:5][C:6](=[O:7])[c:8]1[o:9][c:10]2[c:11]([c:12]1[CH3:13])[c:14]([O:18][S:19]([C:20]([F:21])([F:22])[F:23])(=[O:24])=[O:25])[cH:15][cH:16][cH:17]2.[CH3:42][O:43][CH2:44][CH2:45][O:46][CH3:47].[K+:26].[K+:27].[O-:28][C:29]([O-:30])=[O:31].[OH2:41].[n:32]1[cH:33][c:34]([B:38]([OH:39])[OH:40])[cH:35][cH:36][cH:37]1>>[C:1]([CH3:2])([CH3:3])([CH3:4])[O:5][C:6](=[O:7])[c:8]1[o:9][c:10]2[c:11]([c:12]1[CH3:13])[c:14](-[c:34]1[cH:33][n:32][cH:37][cH:36][cH:35]1)[cH:15][cH:16][cH:17]2. The reactants are C(C)OC(=O)C1(CCNCC1)CCOC (4-(2-methoxy-ethyl)-piperidine-4-carboxylic acid ethyl ester), ClC1(C(C1)(C(=O)O)C)Cl (2,2-dichloro-1-methyl-cyclopropanecarboxylic acid), FC(C(OC1=CC=C(C=C1)N)C)(F)F (4-(2,2,2-trifluoro-1-methyl-ethoxy)-phenylamine). Product: ClC1(C(C1)(C(=O)N1CCC2(CCN(C2=O)C2=CC=C(C=C2)OC(C(F)(F)F)C)CC1)C)Cl (8-(2,2-Dichloro-1-methyl-cyclopropanecarbonyl)-2-[4-(2,2,2-trifluoro-1-methyl-ethoxy)-phenyl]-2,8-diaza-spiro[4.5]decan-1-one). Reaction SMILES: C(O[C:4]([C:6]1([CH2:12][CH2:13]OC)[CH2:11][CH2:10][NH:9][CH2:8][CH2:7]1)=[O:5])C.[Cl:16][C:17]1([Cl:24])[CH2:19][C:18]1([CH3:23])[C:20](O)=[O:21].[F:25][C:26]([F:38])([F:37])[CH:27]([CH3:36])[O:28][C:29]1[CH:34]=[CH:33][C:32]([NH2:35])=[CH:31][CH:30]=1>>[Cl:16][C:17]1([Cl:24])[CH2:19][C:18]1([CH3:23])[C:20]([N:9]1[CH2:8][CH2:7][C:6]2([C:4](=[O:5])[N:35]([C:32]3[CH:33]=[CH:34][C:29]([O:28][CH:27]([CH3:36])[C:26]([F:25])([F:37])[F:38])=[CH:30][CH:31]=3)[CH2:13][CH2:12]2)[CH2:11][CH2:10]1)=[O:21]. Reported procedure: Off-white crystalline solid. MS (ESI): 493.2 (MH+). This example was prepared in analogy to example 13 step A) to B) from 4-(2-methoxy-ethyl)-piperidine-4-carboxylic acid ethyl ester (example 1 step B)), 2,2-dichloro-1-methyl-cyclopropanecarboxylic acid, 4-(2,2,2-trifluoro-1-methyl-ethoxy)-phenylamine. Starting materials: Oc1ccc(Br)cc1, O=C([O-])[O-], COCCl, [K+], [K+], CN(C)C=O, O. Yields the product COCOc1ccc(Br)cc1. RXN SMILES: [Br:1][c:2]1[cH:3][cH:4][c:5]([OH:8])[cH:6][cH:7]1.[C:9](=[O:10])([O-:11])[O-:12].[Cl:15][CH2:16][O:17][CH3:18].[K+:13].[K+:14].[O:20]=[CH:21][N:22]([CH3:23])[CH3:24].[OH2:19]>>[Br:1][c:2]1[cH:3][cH:4][c:5]([O:8][CH2:16][O:17][CH3:18])[cH:6][cH:7]1. Solvent: C(C)(=O)OCC (ethyl acetate). Reported procedure: 4,6 g (83 mmol) of iron powder, 14 ml of glacial acetic acid and 30 ml of ethanol were heated to 70-75° C. and the mixture was treated with 7 g (17 mmol) of 3-(4-chloro-2-fluoro-5-nitrophenyl)-l-methyl-4,5-di(trifluoromethyl)-1H-pyrazole. After the mixture had been stirred for 2 hours at reflux temperature, it was treated with 100 ml of ethyl acetate. The mixture was then filtered through kieselguhr, whereupon the filtrate was washed with saturated aqueous sodium hydrogen carbonate solution, dri... Reactants: C(C)(=O)O (acetic acid), C(C)O (ethanol), ClC1=CC(=C(C=C1[N+](=O)[O-])C1=NN(C(=C1C(F)(F)F)C(F)(F)F)C)F (3-(4-chloro-2-fluoro-5-nitrophenyl)-l-methyl-4,5-di(trifluoromethyl)-1H-pyrazole). Yield: 22.0%. Conditions: time 2 hour. The product is NC=1C(=CC(=C(C1)C1=NN(C(=C1C(F)(F)F)C(F)(F)F)C)F)Cl (3-(5-Amino-4-chloro-2-fluorophenyl)-1-methyl-4,5-di(trifluoromethyl)-1H-pyrazole). As a reaction SMILES: C(O)(=O)C.C(O)C.[Cl:8][C:9]1[C:14]([N+:15]([O-])=O)=[CH:13][C:12]([C:18]2[C:22]([C:23]([F:26])([F:25])[F:24])=[C:21]([C:27]([F:30])([F:29])[F:28])[N:20]([CH3:31])[N:19]=2)=[C:11]([F:32])[CH:10]=1>[Fe].C(OCC)(=O)C>[NH2:15][C:14]1[C:9]([Cl:8])=[CH:10][C:11]([F:32])=[C:12]([C:18]2[C:22]([C:23]([F:24])([F:25])[F:26])=[C:21]([C:27]([F:30])([F:29])[F:28])[N:20]([CH3:31])[N:19]=2)[CH:13]=1. Reagents/catalysts: [Fe] (iron). Reactants: C[Si](C)(C)[N-][Si](C)(C)C.[K+] (Potassium bis(trimethylsilyl)amide), C(C)(C)(C)O (t-butanol), C(C1=CC=CC=C1)N([C@@H]1[C@@H](CCCCC1)C(=O)OC)CC1=CC=CC=C1 (cis-methyl 2-(dibenzylamino)cycloheptanecarboxylate). Solvent: O1CCCC1 (tetrahydrofuran), O1CCCC1 (tetrahydrofuran). Run at time 30 minute. Product: C(C1=CC=CC=C1)N([C@H]1[C@@H](CCCCC1)C(=O)OC)CC1=CC=CC=C1 (trans-methyl 2-(dibenzylamino)cycloheptanecarboxylate). Yield: 67.4%. RXN SMILES: C[Si]([N-][Si](C)(C)C)(C)C.[K+].C(O)(C)(C)C.[CH2:16]([N:23]([CH2:35][C:36]1[CH:41]=[CH:40][CH:39]=[CH:38][CH:37]=1)[C@H:24]1[CH2:30][CH2:29][CH2:28][CH2:27][CH2:26][C@H:25]1[C:31]([O:33][CH3:34])=[O:32])[C:17]1[CH:22]=[CH:21][CH:20]=[CH:19][CH:18]=1>O1CCCC1>[CH2:35]([N:23]([CH2:16][C:17]1[CH:22]=[CH:21][CH:20]=[CH:19][CH:18]=1)[C@@H:24]1[CH2:30][CH2:29][CH2:28][CH2:27][CH2:26][C@H:25]1[C:31]([O:33][CH3:34])=[O:32])[C:36]1[CH:37]=[CH:38][CH:39]=[CH:40][CH:41]=1 |f:0.1|. Procedure details: Potassium bis(trimethylsilyl)amide (31.7 mL, 15.9 mmol) was added dropwise to a solution of t-butanol in anhydrous tetrahydrofuran under nitrogen at room temperature. After 30 min, a solution of cis-methyl 2-(dibenzylamino)cycloheptanecarboxylate (1.33 g, 3.78 mmol) in 50 mL anhydrous tetrahydrofuran was added dropwise via syringe. The reaction was stirred for 17 h and then was partitioned between 250 mL diethyl ether and 200 mL brine. The organic layer was concentrated and purified by flash chr... Starting materials: C(C)S(=O)(=O)C1=NC=C(C=C1)S(=O)(=O)CC (2,5-bis(ethylsulfonyl)pyridine), ClC1=C(C=C(C(=C1)Cl)Cl)O (2,4,5-trichlorophenol), C([O-])([O-])=O.[K+].[K+] (potassium carbonate), ice, [OH-].[Na+] (sodium hydroxide). Run in S1(=O)(=O)CCCC1 (sulfolane). Reaction conditions: temperature 170 celsius. The product is C(C)S(=O)(=O)C=1C=CC(=NC1)OC1=C(C=C(C(=C1)Cl)Cl)Cl (5-(ethylsulfonyl)-2-(2,4,5-trichlorophenoxy)pyridine). Yield: 19.2%. As a reaction SMILES: C(S([C:6]1[CH:11]=[CH:10][C:9]([S:12]([CH2:15][CH3:16])(=[O:14])=[O:13])=[CH:8][N:7]=1)(=O)=O)C.[Cl:17][C:18]1[CH:23]=[C:22]([Cl:24])[C:21]([Cl:25])=[CH:20][C:19]=1[OH:26].C(=O)([O-])[O-].[K+].[K+].[OH-].[Na+]>S1(CCCC1)(=O)=O>[CH2:15]([S:12]([C:9]1[CH:10]=[CH:11][C:6]([O:26][C:19]2[CH:20]=[C:21]([Cl:25])[C:22]([Cl:24])=[CH:23][C:18]=2[Cl:17])=[N:7][CH:8]=1)(=[O:13])=[O:14])[CH3:16] |f:2.3.4,5.6|. Procedure details: In 70 ml of sulfolane were mixed 10.5 g of 2,5-bis(ethylsulfonyl)pyridine, 15.8 g of 2,4,5-trichlorophenol and 11.06 g of potassium carbonate. The mixture was warmed gradually to 170° C. and maintained at that temperature for 2 hrs. The reaction mixture was cooled and then poured into 300 g of ice containing 4 g of sodium hydroxide. The aqueous solution was extracted with ether. The organic layer was washed with water, dried over MgSO4 and concentrated. The product was purified using a Water's P... Reactants: O=C(O)C(F)(F)F, COc1ccc(CNC(C)(CNC(=O)c2nc(OC)c(C(F)(F)F)cc2N)C(F)(F)F)cc1, [Na+], [OH-]. As a reaction SMILES: [F:36][C:37]([F:38])([F:39])[C:40]([OH:41])=[O:42].[NH2:1][c:2]1[c:3]([C:14](=[O:15])[NH:16][CH2:17][C:18]([C:19]([F:20])([F:21])[F:22])([CH3:23])[NH:24][CH2:25][c:26]2[cH:27][cH:28][c:29]([O:30][CH3:31])[cH:32][cH:33]2)[n:4][c:5]([O:12][CH3:13])[c:6]([C:8]([F:9])([F:10])[F:11])[cH:7]1.[Na+:35].[OH-:34]>>[NH2:1][c:2]1[c:3]([C:14](=[O:15])[NH:16][CH2:17][C:18]([C:19]([F:20])([F:21])[F:22])([CH3:23])[NH2:24])[n:4][c:5]([O:12][CH3:13])[c:6]([C:8]([F:9])([F:10])[F:11])[cH:7]1. The product is COc1nc(C(=O)NCC(C)(N)C(F)(F)F)c(N)cc1C(F)(F)F. The reactants are S1C(=CC=C1)CC(=O)O (2-thiopheneacetic acid), Cl.CNOC (N,O-dimethylhydroxyamine hydrochloride), CN(C)C=O (DMF), C(=O)(N1C=NC=C1)N1C=NC=C1 (1,1′-Carbonyldiimidazole). Run in [Cl-].[NH4+] (ammonium chloride). Run at temperature 40 celsius, time 30 minute. Yields the product CON(C(CC=1SC=CC1)=O)C (N-methoxy-N-methyl-2-(2-thienyl)acetamide). Reaction SMILES: [S:1]1[CH:5]=[CH:4][CH:3]=[C:2]1[CH2:6][C:7]([OH:9])=O.CN(C=O)C.C(N1C=CN=C1)(N1C=CN=C1)=O.Cl.[CH3:28][NH:29][O:30][CH3:31]>[Cl-].[NH4+]>[CH3:31][O:30][N:29]([CH3:28])[C:7](=[O:9])[CH2:6][C:2]1[S:1][CH:5]=[CH:4][CH:3]=1 |f:3.4,5.6|. Procedure details: A 25 mL RB flask with a stirring bar was charged with 2-thiopheneacetic acid (2.84 g, 2 mmol), followed by anhydrous DMF (10 mL). 1,1′-Carbonyldiimidazole (3.24 g, 2 mmol) was added in one portion, giving rise to significant gas evolution. The mixture was warmed to 40° C. After 30 min, N,O-dimethylhydroxyamine hydrochloride (2.14 g, 2.2 mmol) was introduced in one portion. The mixture was allowed to stir at 23° C. for 30 min. before being diluted with sat. ammonium chloride solution (100 mL) and... The reactants are Cl.NCCC1=CC=C(C=C1)CCCCCCC(=O)OCC (ethyl 6-[4-(2-aminoethyl)-phenyl]-hexane-carboxylate hydrochloride), ClC=1C=CC(=C(C(=O)Cl)C1)OC (5-chloro-2-methoxybenzoyl chloride). Yields the product ClC=1C=CC(=C(C(=O)NCCC2=CC=C(C=C2)CCCCCCC(=O)O)C1)OC (6-{4-[2-(5-chloro-2-methoxybenzamido)-ethyl]-phenyl}-hexane-carboxylic acid). RXN SMILES: Cl.[NH2:2][CH2:3][CH2:4][C:5]1[CH:10]=[CH:9][C:8]([CH2:11][CH2:12][CH2:13][CH2:14][CH2:15][CH2:16][C:17]([O:19]CC)=[O:18])=[CH:7][CH:6]=1.[Cl:22][C:23]1[CH:24]=[CH:25][C:26]([O:32][CH3:33])=[C:27]([CH:31]=1)[C:28](Cl)=[O:29]>>[Cl:22][C:23]1[CH:24]=[CH:25][C:26]([O:32][CH3:33])=[C:27]([CH:31]=1)[C:28]([NH:2][CH2:3][CH2:4][C:5]1[CH:6]=[CH:7][C:8]([CH2:11][CH2:12][CH2:13][CH2:14][CH2:15][CH2:16][C:17]([OH:19])=[O:18])=[CH:9][CH:10]=1)=[O:29] |f:0.1|. Procedure details: By the reaction of ethyl 6-[4-(2-aminoethyl)-phenyl]-hexane-carboxylate hydrochloride (m.p. 182°-185° C.) with 5-chloro-2-methoxybenzoyl chloride to give 6-{4-[2-(5-chloro-2-methoxybenzamido)-ethyl]-phenyl}-hexane-carboxylic acid; m.p. 36° C., after recrystallization from toluene.